This data is from the Open Reaction Database (ORD), a public repository of structured organic reaction records. The task is: describe an organic reaction: reactants, conditions, products, and yield The reactants are CCc1nc(O)c(Br)cc1Br, C1CCOC1, [Li]CCCC. Yields the product CCc1ccc(Br)c(O)n1. Reaction SMILES: [Br:1][c:2]1[c:3]([CH2:10][CH3:11])[n:4][c:5]([OH:9])[c:6]([Br:8])[cH:7]1.[CH2:17]1[O:18][CH2:19][CH2:20][CH2:21]1.[CH3:12][CH2:13][CH2:14][CH2:15][Li:16]>>[cH:2]1[c:3]([CH2:10][CH3:11])[n:4][c:5]([OH:9])[c:6]([Br:8])[cH:7]1. Reactants: CNc1cccc(OC)n1, O=C1CCC(=O)N1I, CN(C)C=O. The product is CNc1ccc(I)c(OC)n1. RXN SMILES: [CH3:1][O:2][c:3]1[cH:4][cH:5][cH:6][c:7]([NH:9][CH3:10])[n:8]1.[O:11]=[C:12]1[N:13]([I:18])[C:14](=[O:15])[CH2:16][CH2:17]1.[O:19]=[CH:20][N:21]([CH3:22])[CH3:23]>>[CH3:1][O:2][c:3]1[c:4]([I:18])[cH:5][cH:6][c:7]([NH:9][CH3:10])[n:8]1. Yields the product C1OC23[C@]4(C)[C@@H](CC2(OCCO3)OC1)[C@@H]1C(CC3CCCC[C@]3(C)[C@H]1CC4)=O (17,17-bis(ethylendioxy)androstane-7-one). As a reaction SMILES: [CH2:1]1[CH2:14][O:13][C:8]23[O:9][CH2:10][CH2:11][O:12][C:3]2([C@:4]2([CH2:27][CH2:26][C@H:25]4[C@@H:15]([C:16](=C(F)F)[CH2:17][CH:18]5[C@:23]4([CH3:24])[CH2:22][CH2:21][CH2:20][CH2:19]5)[C@@H:6]2[CH2:7]3)[CH3:5])[O:2]1.C1CCCCC1.C(Cl)Cl.CC(C)=[O:42]>>[CH2:1]1[CH2:14][O:13][C:8]23[O:9][CH2:10][CH2:11][O:12][C:3]2([C@:4]2([CH2:27][CH2:26][C@H:25]4[C@@H:15]([C:16](=[O:42])[CH2:17][CH:18]5[C@:23]4([CH3:24])[CH2:22][CH2:21][CH2:20][CH2:19]5)[C@@H:6]2[CH2:7]3)[CH3:5])[O:2]1 |f:1.2.3|. Procedure: Using the same reaction conditions described in Prepn. 31 and starting from 3,3:17,17-bis(ethylendioxy)androstane-7-one (Prepn. 42, 353 mg), 3,3:17,17-bis(ethylendioxy)-7-difluoromethyleneandrostane was obtained after flash chromatography (SiO2; cyclohexane:CH2Cl2:acetone 8:1:1) (115 mg, 30%). 1H-NMR (300 MHz, acetone-d6, ppm from TMS): δ 3.85 (8H, m), 2.10-0.9 (20H, m), 0.96 (3H, s), 0.83 (3H, s). Reactants: C1OC23[C@]4(C)[C@@H](CC2(OCCO3)OC1)[C@@H]1C(CC3CCCC[C@]3(C)[C@H]1CC4)=C(F)F (17,17-bis(ethylendioxy)-7-difluoromethyleneandrostane), C1CCCCC1.C(Cl)Cl.CC(=O)C (cyclohexane CH2Cl2 acetone). Product: Cc1c[nH]c(C)c1-c1cccc(C(=O)O)c1. As a reaction SMILES: [C:28]([OH:29])(=[O:30])[CH3:31].[C:38]([O:39][CH2:40][CH3:41])(=[O:42])[CH3:43].[CH2:1]([O:2][C:3](=[O:4])[c:6]1[nH:7][c:8]([CH3:21])[c:9](-[c:12]2[cH:13][c:14]([C:18](=[O:19])[OH:20])[cH:15][cH:16][cH:17]2)[c:10]1[CH3:11])[CH3:5].[CH3:32][CH2:33][CH2:34][CH2:35][CH2:36][CH3:37].[ClH:24].[K+:23].[O:25]=[C:26]=[O:27].[OH-:22].[OH2:44].[OH:45][CH2:46][CH2:47][OH:48]>>[cH:6]1[nH:7][c:8]([CH3:21])[c:9](-[c:12]2[cH:13][c:14]([C:18](=[O:19])[OH:20])[cH:15][cH:16][cH:17]2)[c:10]1[CH3:11]. Reactants: CC(=O)O, CCOC(C)=O, CCOC(=O)c1[nH]c(C)c(-c2cccc(C(=O)O)c2)c1C, CCCCCC, Cl, [K+], O=C=O, [OH-], O, OCCO. The reactants are N#CC1(NC(=O)C2CC(S(=O)(=O)c3ccccc3C(F)(F)F)CN2)CC1, COCC=O, Cl. Product: COCCN1CC(S(=O)(=O)c2ccccc2C(F)(F)F)CC1C(=O)NC1(C#N)CC1. Reaction SMILES: [C:2](#[N:3])[C:4]1([NH:7][C:8](=[O:9])[CH:10]2[NH:11][CH2:12][CH:13]([S:15](=[O:16])(=[O:17])[c:18]3[c:19]([C:24]([F:25])([F:26])[F:27])[cH:20][cH:21][cH:22][cH:23]3)[CH2:14]2)[CH2:5][CH2:6]1.[CH3:28][O:29][CH2:30][CH:31]=[O:32].[ClH:1]>>[C:2](#[N:3])[C:4]1([NH:7][C:8](=[O:9])[CH:10]2[N:11]([CH2:31][CH2:30][O:29][CH3:28])[CH2:12][CH:13]([S:15](=[O:16])(=[O:17])[c:18]3[c:19]([C:24]([F:25])([F:26])[F:27])[cH:20][cH:21][cH:22][cH:23]3)[CH2:14]2)[CH2:5][CH2:6]1. RXN SMILES: [Br:32][CH2:33][C:34](=[O:35])[O:36][CH2:37][c:38]1[cH:39][cH:40][cH:41][cH:42][cH:43]1.[C:44](=[O:45])([O-:46])[O-:47].[CH2:1]([CH2:2][CH2:3][CH3:4])[O:5][C:6](=[O:7])[N:8]1[CH2:9][CH2:10][N:11]([C:14]([CH2:15][NH:16][C:17](=[O:18])[c:19]2[n:20][n:21](-[c:25]3[cH:26][cH:27][cH:28][cH:29][cH:30]3)[c:22]([OH:24])[cH:23]2)=[O:31])[CH2:12][CH2:13]1.[CH3:55][CH2:56][O:57][C:58](=[O:59])[CH3:60].[Cs+:48].[Cs+:49].[O:50]=[CH:51][N:52]([CH3:53])[CH3:54]>>[CH2:1]([CH2:2][CH2:3][CH3:4])[O:5][C:6](=[O:7])[N:8]1[CH2:9][CH2:10][N:11]([C:14]([CH2:15][NH:16][C:17](=[O:18])[c:19]2[n:20][n:21](-[c:25]3[cH:26][cH:27][cH:28][cH:29][cH:30]3)[c:22]([O:24][CH2:33][C:34](=[O:35])[O:36][CH2:37][c:38]3[cH:39][cH:40][cH:41][cH:42][cH:43]3)[cH:23]2)=[O:31])[CH2:12][CH2:13]1. Starting materials: O=C(CBr)OCc1ccccc1, O=C([O-])[O-], CCCCOC(=O)N1CCN(C(=O)CNC(=O)c2cc(O)n(-c3ccccc3)n2)CC1, CCOC(C)=O, [Cs+], [Cs+], CN(C)C=O. Yields the product CCCCOC(=O)N1CCN(C(=O)CNC(=O)c2cc(OCC(=O)OCc3ccccc3)n(-c3ccccc3)n2)CC1. Reactants: ClC1=CC(=C(OCC[C@H]2N(C[C@@H](C2)O)C(=O)OCC)C=C1)CCC1=CC=CC=C1 ((2R,4R)-2-{2-[4-chloro-2-(2-phenylethyl)phenoxy]ethyl}-1-ethoxycarbonyl-4-hydroxypyrrolidine), [H-].[Al+3].[Li+].[H-].[H-].[H-] (lithium aluminum hydride). The solvent is O1CCCC1 (tetrahydrofuran). Yields the product ClC1=CC(=C(OCC[C@H]2N(C[C@@H](C2)O)C)C=C1)CCC1=CC=CC=C1 ((2R,4R)-2-{2-[4-Chloro-2-(2-phenylethyl)phenoxy]ethyl}-4-hydroxy-1-methylpyrrolidine). The yield is 46.0%. RXN SMILES: [Cl:1][C:2]1[CH:21]=[CH:20][C:5]([O:6][CH2:7][CH2:8][C@@H:9]2[CH2:13][C@@H:12]([OH:14])[CH2:11][N:10]2[C:15](OCC)=O)=[C:4]([CH2:22][CH2:23][C:24]2[CH:29]=[CH:28][CH:27]=[CH:26][CH:25]=2)[CH:3]=1.[H-].[Al+3].[Li+].[H-].[H-].[H-]>O1CCCC1>[Cl:1][C:2]1[CH:21]=[CH:20][C:5]([O:6][CH2:7][CH2:8][C@@H:9]2[CH2:13][C@@H:12]([OH:14])[CH2:11][N:10]2[CH3:15])=[C:4]([CH2:22][CH2:23][C:24]2[CH:25]=[CH:26][CH:27]=[CH:28][CH:29]=2)[CH:3]=1 |f:1.2.3.4.5.6|. Reported procedure: 260 mg of (2R,4R)-2-{2-[4-chloro-2-(2-phenylethyl)phenoxy]ethyl}-1-ethoxycarbonyl-4-hydroxypyrrolidine [prepared as described in step (a) above], 10 ml of tetrahydrofuran and 70 mg of lithium aluminum hydride were allowed to react together and subsequently treated in the same manner as described in step (b) of Example 1. The concentrated substance thus obtained was purified by silica gel column chromatography, using a 5:1 by volume mixture of methylene chloride and methanol as the eluent, to giv... Reactants: C(=O)(Cl)Cl (phosgene), ClC=1C(=NC=C(C1)OC(F)F)OC1=C(C=C(N)C=C1Cl)Cl (4-(3-chloro-5-difluoromethoxy-2-pyridyloxy)-3,5-dichloroaniline), C(=O)(Cl)Cl (phosgene). Run in C1(=CC=CC=C1)C (toluene). Run at temperature 105 celsius. The product is ClC=1C(=NC=C(C1)OC(F)F)OC1=C(C=C(C=C1Cl)N=C=O)Cl (4-(3-chloro-5-difluoromethoxy-2-pyridyloxy)-3,5-dichlorophenyl isocyanate). Reaction SMILES: [Cl:1][C:2]1[C:3]([O:12][C:13]2[C:19]([Cl:20])=[CH:18][C:16]([NH2:17])=[CH:15][C:14]=2[Cl:21])=[N:4][CH:5]=[C:6]([O:8][CH:9]([F:11])[F:10])[CH:7]=1.[C:22](Cl)(Cl)=[O:23]>C1(C)C=CC=CC=1>[Cl:1][C:2]1[C:3]([O:12][C:13]2[C:19]([Cl:20])=[CH:18][C:16]([N:17]=[C:22]=[O:23])=[CH:15][C:14]=2[Cl:21])=[N:4][CH:5]=[C:6]([O:8][CH:9]([F:10])[F:11])[CH:7]=1. Procedure: 2 g (5.8 mmol) of 4-(3-chloro-5-difluoromethoxy-2-pyridyloxy)-3,5-dichloroaniline were dissolved in 25 ml of anhydrous toluene, 2.9 g (29 mmol) of phosgene gas were introduced at 0° C., and the mixture was slowly warmed to 105° C. Excess phosgene was expelled using inert gas, the solvent was concentrated by evaporation, and the residue was dried in a high vacuum. Starting materials: BrC=1C=C2C=CC=NC2=C(C1)N1CCNCC1 (6-bromo-8-piperazin-1-yl-quinoline), FC=1C=C2C(=CN(C2=CC1)C)C1CCC(CC1)=O (4-(5-fluoro-1-methyl-1H-indol-3-yl)-cyclohexanone), C(C)(=O)O[BH-](OC(C)=O)OC(C)=O.[Na+] (sodium triacetoxyborohydride), C(C)(=O)O (acetic acid). The solvent is ClC(C)Cl (dichloroethane). Conditions: time 8 hour. Product: BrC=1C=C2C=CC=NC2=C(C1)N1CCN(CC1)[C@@H]1CC[C@@H](CC1)C1=CN(C2=CC=C(C=C12)F)C ((Cis)-6-bromo-8-{4-[4-(5-fluoro-1-methyl-1H-indol-3-yl)cyclohexyl]piperazin-1-yl}quinoline). As a reaction SMILES: [Br:1][C:2]1[CH:3]=[C:4]2[C:9](=[C:10]([N:12]3[CH2:17][CH2:16][NH:15][CH2:14][CH2:13]3)[CH:11]=1)[N:8]=[CH:7][CH:6]=[CH:5]2.[F:18][C:19]1[CH:20]=[C:21]2[C:25](=[CH:26][CH:27]=1)[N:24]([CH3:28])[CH:23]=[C:22]2[CH:29]1[CH2:34][CH2:33][C:32](=O)[CH2:31][CH2:30]1.C(O[BH-](OC(=O)C)OC(=O)C)(=O)C.[Na+].C(O)(=O)C>ClC(Cl)C>[Br:1][C:2]1[CH:3]=[C:4]2[C:9](=[C:10]([N:12]3[CH2:17][CH2:16][N:15]([C@H:32]4[CH2:31][CH2:30][C@@H:29]([C:22]5[C:21]6[C:25](=[CH:26][CH:27]=[C:19]([F:18])[CH:20]=6)[N:24]([CH3:28])[CH:23]=5)[CH2:34][CH2:33]4)[CH2:14][CH2:13]3)[CH:11]=1)[N:8]=[CH:7][CH:6]=[CH:5]2 |f:2.3|. Procedure: To a solution of 6-bromo-8-piperazin-1-yl-quinoline (610 mg, 2.09 mmol), 4-(5-fluoro-1-methyl-1H-indol-3-yl)-cyclohexanone (510 mg, 2.09 mmol), and sodium triacetoxyborohydride (660 mg, 3.14 mmol) in dichloroethane (40 mL) was added acetic acid (0.24 mL, 4.18 mmol) and stirred overnight at room temperature. The reaction was quenched with 1 M NaOH (50 mL) and H2O (100 mL) then extracted in CH2Cl2 (100 mL) and EtOAc (100 mL). The organic fractions were combined, dried over Na2SO4, concentrated, fi...